describe an organic reaction: reactants, conditions, products, and yield From a dataset of the Open Reaction Database (ORD), a public repository of structured organic reaction records. Reactants: O=C([O-])[O-], CN(C)C=O, BrC1CCCC1, COc1cc(F)c(C=O)cc1O, [K+], [K+], O. The product is COc1cc(F)c(C=O)cc1OC1CCCC1. Reaction SMILES: [C:13](=[O:14])([O-:15])[O-:16].[CH3:19][N:20]([CH3:21])[CH:22]=[O:23].[CH:24]1([Br:29])[CH2:25][CH2:26][CH2:27][CH2:28]1.[F:1][c:2]1[cH:3][c:4]([O:11][CH3:12])[c:5]([OH:10])[cH:6][c:7]1[CH:8]=[O:9].[K+:17].[K+:18].[OH2:30]>>[F:1][c:2]1[cH:3][c:4]([O:11][CH3:12])[c:5]([O:10][CH:24]2[CH2:25][CH2:26][CH2:27][CH2:28]2)[cH:6][c:7]1[CH:8]=[O:9]. Reactants: COC1(C(C=CC=C1)CC(=O)C1=CC=CC=C1)OC (2,2- dimethoxyphenylacetophenone), C=CC(C)=C.C=CC1=CC=CC=C1 (styrene-isoprene), C(CCCCCCCCCCC)OS(=O)(=O)C1=CC=CC=C1.[Na] (sodium laurylbenzenesulfonate), CCCCCC(C1=CC=CC=C1)C(=O)OCCC[NH+](CC)CC.[Cl-] (C-2000), polybutadiene, C(\C=C\C(=O)OCCCCCCCC)(=O)OCCCCCCCC (dioctyl fumarate), aliphatic diacrylate, sulfonic acid, polyurethane, polybutadiene diacrylate. Yields the product C(C)NS(=O)(=O)C=1C(=CC=CC1)C (N-ethyltoluenesulfonamide), C(C)(C)(C)C1(CC(=CC=C1O)C)C(C)(C)C (2,2-di-t-butyl-p-cresol). Reaction SMILES: [CH2:1]=[CH:2][C:3](=[CH2:5])[CH3:4].[CH2:6]=[CH:7][C:8]1[CH:13]=[CH:12][CH:11]=[CH:10][CH:9]=1.[CH2:14]([O:26][S:27](C1C=CC=CC=1)(=[O:29])=[O:28])[CH2:15][CH2:16][CH2:17][CH2:18]CCCCCCC.[Na].CCCC[CH2:41][CH:42]([C:49](OC[CH2:53][CH2:54][NH+:55](CC)CC)=O)[C:43]1C=CC=CC=1.[Cl-].C(OCCCCCCCC)(=O)/C=C/C(OCCCCCCCC)=O.COC1(OC)C=CC=CC1CC(C1C=CC=CC=1)=O>>[CH2:54]([NH:55][S:27]([C:13]1[C:8]([CH3:7])=[CH:9][CH:10]=[CH:11][CH:12]=1)(=[O:28])=[O:29])[CH3:53].[C:3]([C:2]1([C:42]([CH3:49])([CH3:43])[CH3:41])[C:14]([OH:26])=[CH:15][CH:16]=[C:17]([CH3:18])[CH2:1]1)([CH3:6])([CH3:4])[CH3:5] |f:0.1,2.3,4.5,^1:35|. Reported procedure: 49.5 g of the sulfonic acid group-containing polyurethane was kneaded, in a nitrogen atmosphere at 150° C. using a pressure kneader, with 20 g of a styrene-isoprene block copolymer (Cariflex TR 1107, a product of Shell Chemical Ltd.), 2 g of sodium laurylbenzenesulfonate, 5 g of a polybutadiene diacrylate (BAC-45, a product of Osaka Organic Chemical Ind. Ltd.), 1 g of an aliphatic diacrylate (C-2000, a product of THERTOMER), 2 g of dioctyl fumarate, 2 g of 2,2- dimethoxyphenylacetophenone, 10 g ... As a reaction SMILES: [N:1]1[CH:6]=[CH:5][CH:4]=[C:3]([C:7]2[CH:14]=[CH:13][C:10]([CH:11]=O)=[CH:9][CH:8]=2)[N:2]=1.N1(C2C=C[C:23]([CH:24]=[O:25])=CC=2)C=CC=N1>>[N:1]1[CH:6]=[CH:5][CH:4]=[C:3]([C:7]2[CH:14]=[CH:13][C:10]([CH:11]=[CH:23][CH:24]=[O:25])=[CH:9][CH:8]=2)[N:2]=1. The reactants are N1=NC(=CC=C1)C1=CC=C(C=O)C=C1 (4-(3-Pyridazinyl)benzaldehyde), N1(N=CC=C1)C1=CC=C(C=O)C=C1 (4-(1H-pyrazol-1-yl)-benzaldehyde). Yields the product N1=NC(=CC=C1)C1=CC=C(C=C1)C=CC=O (3-[4-(3-Pyridazinyl)phenyl]-2-propenal). Procedure: The title compound was prepared by a procedure analogous to Reference Example 30 by substituting 4-(3-pyridazinyl)benzaldehyde (prepared as described in Reference Example 16) for the 4-(1H-pyrazol-1-yl)-benzaldehyde of Reference Example 30. MS 211 (M+H)+. Starting materials: CC(=O)OC(C)=O, O=C(O)c1ccc(O)c([N+](=O)[O-])c1, c1ccncc1. The product is CC(=O)Oc1ccc(C(=O)O)cc1[N+](=O)[O-]. RXN SMILES: [CH3:14][C:15](=[O:16])[O:17][C:18](=[O:19])[CH3:20].[OH:1][c:2]1[c:3]([N+:11](=[O:12])[O-:13])[cH:4][c:5]([C:6](=[O:7])[OH:8])[cH:9][cH:10]1.[cH:21]1[cH:22][cH:23][n:24][cH:25][cH:26]1>>[O:1]([c:2]1[c:3]([N+:11](=[O:12])[O-:13])[cH:4][c:5]([C:6](=[O:7])[OH:8])[cH:9][cH:10]1)[C:15]([CH3:14])=[O:16].